Dataset: the Open Reaction Database (ORD), a public repository of structured organic reaction records. Task: describe an organic reaction: reactants, conditions, products, and yield The reactants are CC(=O)OCC(C)(C)Cn1cnc(-c2cccnc2)c1, CO, [K+], [K+], O=C([O-])[O-]. Yields the product CC(C)(CO)Cn1cnc(-c2cccnc2)c1. RXN SMILES: [C:1](=[O:2])([CH3:3])[O:4][CH2:5][C:6]([CH2:7][n:8]1[cH:9][n:10][c:11](-[c:13]2[cH:14][n:15][cH:16][cH:17][cH:18]2)[cH:12]1)([CH3:19])[CH3:20].[CH3:27][OH:28].[K+:21].[K+:22].[O-:23][C:24]([O-:25])=[O:26]>>[OH:4][CH2:5][C:6]([CH2:7][n:8]1[cH:9][n:10][c:11](-[c:13]2[cH:14][n:15][cH:16][cH:17][cH:18]2)[cH:12]1)([CH3:19])[CH3:20]. The reactants are CCOC(=O)c1cc(Br)c(Cl)nc1C, C1CCC2=NCCCN2CC1, OCC1CC1. The product is CCOC(=O)c1cc(Br)c(OCC2CC2)nc1C. As a reaction SMILES: [CH2:1]([CH3:2])[O:3][C:4](=[O:5])[c:6]1[c:7]([CH3:14])[n:8][c:9]([Cl:13])[c:10]([Br:12])[cH:11]1.[CH2:20]1[CH2:21][CH2:22][C:23]2=[N:28][CH2:27][CH2:26][CH2:25][N:24]2[CH2:29][CH2:30]1.[OH:15][CH2:16][CH:17]1[CH2:18][CH2:19]1>>[CH2:1]([CH3:2])[O:3][C:4](=[O:5])[c:6]1[c:7]([CH3:14])[n:8][c:9]([O:15][CH2:16][CH:17]2[CH2:18][CH2:19]2)[c:10]([Br:12])[cH:11]1. Reactants: CCOC(=O)CN1CCC(C(=O)OC)CC1CCc1ccccc1, Cc1ccccc1, Cl. Yields the product O=C1CN2CCC1CC2CCc1ccccc1. RXN SMILES: [CH2:1]([O:2][C:3](=[O:4])[CH2:5][N:6]1[CH:7]([CH2:16][CH2:17][c:18]2[cH:19][cH:20][cH:21][cH:22][cH:23]2)[CH2:8][CH:9]([C:12]([O:14][CH3:13])=[O:15])[CH2:10][CH2:11]1)[CH3:24].[CH3:26][c:27]1[cH:28][cH:29][cH:30][cH:31][cH:32]1.[ClH:25]>>[CH2:5]1[N:6]2[CH:7]([CH2:16][CH2:17][c:18]3[cH:19][cH:20][cH:21][cH:22][cH:23]3)[CH2:8][CH:9]([CH2:10][CH2:11]2)[C:12]1=[O:14]. Conditions: temperature 151 celsius. RXN SMILES: [CH2:1]([C:3]1[CH:4]=[C:5]([NH:9][C:10]2[C:19]3[C:14](=[CH:15][C:16]([O:25][CH2:26][CH2:27]OC)=[C:17](OCCOC)[CH:18]=3)[N:13]=[CH:12][N:11]=2)[CH:6]=[CH:7][CH:8]=1)[CH3:2].[OH-:30].[Na+]>C(O)C1C=CC=CC=1>[CH2:8]([C:3]1[CH:4]=[C:5]([NH:9][C:10]2[C:19]3[C:14](=[CH:15][C:16]([O:25][CH2:26][C:27]4[CH:7]=[CH:8][CH:3]=[CH:1][CH:2]=4)=[C:17]([O:30][CH2:15][CH2:16][O:25][CH3:26])[CH:18]=3)[N:13]=[CH:12][N:11]=2)[CH:6]=[CH:2][CH:1]=1)[CH3:7] |f:1.2|. Product: C(C)C=1C=C(C=CC1)NC1=NC=NC2=CC(=C(C=C12)OCCOC)OCC1=CC=CC=C1 (N-(3-ethylphenyl)-6-(2-methoxyethoxy)-7-benzyloxy-4-quinazolinamine). Reported procedure: N-(3-ethylphenyl)-6,7-bis(2-methoxyethoxy)-4-quinazolinamine, prepared as described above (4.0 g, 10 mmol), solid anhydrous sodium hydroxide (104 mg, 2.6 mmol) and benzyl alcohol (20 mL) was heated at 150-152° C. for 23 hours. The reaction mixture was allowed to cool to room temperature and purified by column chromatography on silica gel using a gradient system with ethyl acetate/hexane as eluent to give a white solid which was dried under vacuum at 45-50° C. to give the title product. (2.52 g, ... Starting materials: C(C)C=1C=C(C=CC1)NC1=NC=NC2=CC(=C(C=C12)OCCOC)OCCOC (N-(3-ethylphenyl)-6,7-bis(2-methoxyethoxy)-4-quinazolinamine), [OH-].[Na+] (sodium hydroxide). Run in C(C1=CC=CC=C1)O (benzyl alcohol). The reactants are CC=1C=C2NC(C(NC2=CC1C)=O)=O (1,4-Dihydro-6,7-dimethylquinoxalin-2,3-dione), [N+](=O)(O)[O-] (nitric acid). Reaction conditions: temperature 20 celsius, time 5 minute. The product is CC=1C(=C2NC(C(NC2=CC1C)=O)=O)[N+](=O)[O-] (1,4-dihydro-6,7-dimethyl-5-nitroquinoxalin-2,3-dione). Yield: 60.0%. RXN SMILES: [CH3:1][C:2]1[CH:3]=[C:4]2[C:9](=[CH:10][C:11]=1[CH3:12])[NH:8][C:7](=[O:13])[C:6](=[O:14])[NH:5]2.[N+:15]([O-])([OH:17])=[O:16]>>[CH3:12][C:11]1[C:10]([N+:15]([O-:17])=[O:16])=[C:9]2[C:4](=[CH:3][C:2]=1[CH3:1])[NH:5][C:6](=[O:14])[C:7](=[O:13])[NH:8]2. Procedure details: 1,4-Dihydro-6,7-dimethylquinoxalin-2,3-dione (J. Liebigs Ann. Chem., 1982, 754-761, 10.0 g, 52.6 mmol) was added in portions over 10 minutes to concentrated nitric acid (density, 1.42 gcm-3, 100 ml) at 0° C. After 5 minutes, the cooling bath was removed and the mixture was stirred at 20° C. for 7 hours, using cooling when necessary to maintain this temperature. The solution was poured into iced water, and the resulting solid filtered off and dried under reduced pressure at 75° C. to give 1,4-dih... The reactants are O=C(Cl)c1sccc1Br, O=C(O)c1sccc1Br, CNOC, CN(C)C=O, CCN(C(C)C)C(C)C, O=C(Cl)C(=O)Cl, ClCCl, Cl. Yields the product CON(C)C(=O)c1sccc1Br. Reaction SMILES: [Br:16][c:17]1[cH:18][cH:19][s:20][c:21]1[C:22]([Cl:23])=[O:24].[Br:7][c:8]1[c:9]([C:13](=[O:14])[OH:15])[s:10][cH:11][cH:12]1.[CH3:26][NH:27][O:28][CH3:29].[CH3:42][N:43]([CH3:44])[CH:45]=[O:46].[CH:30]([N:31]([CH:32]([CH3:33])[CH3:34])[CH2:35][CH3:36])([CH3:37])[CH3:38].[Cl:1][C:2]([C:3]([Cl:4])=[O:5])=[O:6].[Cl:39][CH2:40][Cl:41].[ClH:25]>>[Br:7][c:8]1[c:9]([C:13](=[O:15])[N:27]([CH3:26])[O:28][CH3:29])[s:10][cH:11][cH:12]1. Starting materials: C(C(=O)O)(=O)O.C(C1=CC=CC=C1)ONC1CC[C@H](NC1)C#N ((2S)-5-[(benzyloxy)amino]-2-cyanopiperidine ethanedioate), C([O-])(O)=O.[Na+] (sodium bicarbonate). Run in C(C)(=O)OCC.O (ethyl acetate water). Run at time 30 minute. Yields the product C(C1=CC=CC=C1)ONC1CC[C@H](NC1)C#N ((2S)-5-[(benzyloxy)amino]-2-cyanopiperidine). Reaction SMILES: C(O)(=O)C(O)=O.[CH2:7]([O:14][NH:15][CH:16]1[CH2:21][NH:20][C@H:19]([C:22]#[N:23])[CH2:18][CH2:17]1)[C:8]1[CH:13]=[CH:12][CH:11]=[CH:10][CH:9]=1.C(=O)(O)[O-].[Na+]>C(OCC)(=O)C.O>[CH2:7]([O:14][NH:15][CH:16]1[CH2:21][NH:20][C@H:19]([C:22]#[N:23])[CH2:18][CH2:17]1)[C:8]1[CH:13]=[CH:12][CH:11]=[CH:10][CH:9]=1 |f:0.1,2.3,4.5|. Procedure details: To a stirred suspension of (2S)-5-[(benzyloxy)amino]-2-cyanopiperidine ethanedioate (1:1) (XI) (3.7 gm, 0.0115 mol, prepared according to the procedure described in step 8) in ethyl acetate:water (1:1, 37 ml:37 ml) was added solid sodium bicarbonate (1.9 gm, 0.022 mol) at 25° C. After 30 minutes of stirring the organic layer was separated. The aqueous layer was re-extracted with ethyl acetate (20 ml). The combined organic layer was washed with water (20 ml) and brine (20 ml), dried over anhydrou... Starting materials: COc1cc(B2OC(C)(C)C(C)(C)O2)ccc1NC(=O)c1cc2ccccc2n1C, COCCOC, [Na+], [Na+], O=C([O-])[O-], O, c1ccc(P(c2ccccc2)(c2ccccc2)[Pd](P(c2ccccc2)(c2ccccc2)c2ccccc2)(P(c2ccccc2)(c2ccccc2)c2ccccc2)P(c2ccccc2)(c2ccccc2)c2ccccc2)cc1, Nc1ncnc2c1c(I)nn2CCCn1ccnc1. The product is COc1cc(-c2nn(CCCn3ccnc3)c3ncnc(N)c23)ccc1NC(=O)c1cc2ccccc2n1C. Reaction SMILES: [CH3:20][O:21][c:22]1[c:23]([NH:37][C:38](=[O:39])[c:40]2[n:41]([CH3:49])[c:42]3[cH:43][cH:44][cH:45][cH:46][c:47]3[cH:48]2)[cH:24][cH:25][c:26]([B:28]2[O:29][C:30]([CH3:31])([CH3:32])[C:33]([CH3:34])([CH3:35])[O:36]2)[cH:27]1.[CH3:56][O:57][CH2:58][CH2:59][O:60][CH3:61].[Na+:50].[Na+:51].[O-:52][C:53](=[O:54])[O-:55].[OH2:62].[cH:63]1[cH:64][cH:65][c:66]([P:67]([Pd:68]([P:69]([c:70]2[cH:71][cH:72][cH:73][cH:74][cH:75]2)([c:76]2[cH:77][cH:78][cH:79][cH:80][cH:81]2)[c:82]2[cH:83][cH:84][cH:85][cH:86][cH:87]2)([P:88]([c:89]2[cH:90][cH:91][cH:92][cH:93][cH:94]2)([c:95]2[cH:96][cH:97][cH:98][cH:99][cH:100]2)[c:101]2[cH:102][cH:103][cH:104][cH:105][cH:106]2)[P:107]([c:108]2[cH:109][cH:110][cH:111][cH:112][cH:113]2)([c:114]2[cH:115][cH:116][cH:117][cH:118][cH:119]2)[c:120]2[cH:121][cH:122][cH:123][cH:124][cH:125]2)([c:126]2[cH:127][cH:128][cH:129][cH:130][cH:131]2)[c:132]2[cH:133][cH:134][cH:135][cH:136][cH:137]2)[cH:138][cH:139]1.[n:1]1([CH2:6][CH2:7][CH2:8][n:9]2[n:10][c:11]([I:19])[c:12]3[c:13]2[n:14][cH:15][n:16][c:17]3[NH2:18])[cH:2][n:3][cH:4][cH:5]1>>[n:1]1([CH2:6][CH2:7][CH2:8][n:9]2[n:10][c:11](-[c:26]3[cH:25][cH:24][c:23]([NH:37][C:38](=[O:39])[c:40]4[n:41]([CH3:49])[c:42]5[cH:43][cH:44][cH:45][cH:46][c:47]5[cH:48]4)[c:22]([O:21][CH3:20])[cH:27]3)[c:12]3[c:13]2[n:14][cH:15][n:16][c:17]3[NH2:18])[cH:2][n:3][cH:4][cH:5]1.